This data is from the Open Reaction Database (ORD), a public repository of structured organic reaction records. The task is: describe an organic reaction: reactants, conditions, products, and yield Reactants: CCOC(=O)C1CCN(C(=O)OC(C)(C)C)CC1, C1CCOC1, C[Si](C)(C)[N-][Si](C)(C)C, CCCI, [K+]. Product: CCCC1(C(=O)OCC)CCN(C(=O)OC(C)(C)C)CC1. Reaction SMILES: [C:11](=[O:12])([O:13][C:14]([CH3:15])([CH3:16])[CH3:17])[N:18]1[CH2:19][CH2:20][CH:21]([C:24](=[O:25])[O:26][CH2:27][CH3:28])[CH2:22][CH2:23]1.[CH2:33]1[O:34][CH2:35][CH2:36][CH2:37]1.[CH3:1][Si:2]([CH3:3])([CH3:4])[N-:5][Si:6]([CH3:7])([CH3:8])[CH3:9].[I:29][CH2:30][CH2:31][CH3:32].[K+:10]>>[C:11](=[O:12])([O:13][C:14]([CH3:15])([CH3:16])[CH3:17])[N:18]1[CH2:19][CH2:20][C:21]([C:24](=[O:25])[O:26][CH2:27][CH3:28])([CH2:30][CH2:31][CH3:32])[CH2:22][CH2:23]1. Yields the product C=C(OCC)c1c(C)c(C#N)c2nc(C3CC3)oc2c1F. As a reaction SMILES: [Br:1][c:2]1[c:3]([F:17])[c:4]2[c:5]([n:6][c:7]([CH:9]3[CH2:10][CH2:11]3)[o:8]2)[c:12]([C:15]#[N:16])[c:13]1[CH3:14].[C:36]([C:37]1([CH3:38])[C:39]([OH:40])=[C:41]([C:42]([CH3:43])([CH3:44])[CH3:45])[CH:46]=[CH:47][CH2:48]1)([CH3:49])([CH3:50])[CH3:51].[CH2:18]([Sn:19]([CH2:20][CH2:21][CH2:22][CH3:28])([C:23](=[CH2:24])[O:25][CH2:26][CH3:27])[CH2:29][CH2:30][CH2:31][CH3:32])[CH2:33][CH2:34][CH3:35].[CH3:52][c:53]1[cH:54][cH:55][cH:56][cH:57][cH:58]1.[Pd:59]([Cl:60])[Cl:61].[c:62]1([P:63]([c:64]2[cH:65][cH:66][cH:67][cH:68][cH:69]2)[c:70]2[cH:71][cH:72][cH:73][cH:74][cH:75]2)[cH:76][cH:77][cH:78][cH:79][cH:80]1.[c:81]1([P:82]([c:83]2[cH:84][cH:85][cH:86][cH:87][cH:88]2)[c:89]2[cH:90][cH:91][cH:92][cH:93][cH:94]2)[cH:95][cH:96][cH:97][cH:98][cH:99]1>>[c:2]1([C:23](=[CH2:24])[O:25][CH2:26][CH3:27])[c:3]([F:17])[c:4]2[c:5]([n:6][c:7]([CH:9]3[CH2:10][CH2:11]3)[o:8]2)[c:12]([C:15]#[N:16])[c:13]1[CH3:14]. Starting materials: Cc1c(Br)c(F)c2oc(C3CC3)nc2c1C#N, CC(C)(C)C1=C(O)C(C)(C(C)(C)C)CC=C1, C=C(OCC)[Sn](CCCC)(CCCC)CCCC, Cc1ccccc1, Cl[Pd]Cl, c1ccc(P(c2ccccc2)c2ccccc2)cc1, c1ccc(P(c2ccccc2)c2ccccc2)cc1. The reactants are C(C)(=O)OCC1CCC(CC1)O (4-(acetoxymethyl)cylohexan-1-ol), [Cr](=O)(=O)([O-])O[Cr](=O)(=O)[O-].[NH+]1=CC=CC=C1.[NH+]1=CC=CC=C1 (pyridinium dichromate). The solvent is C(Cl)Cl (methylene chloride). Product: C(C)(=O)OCC1CCC(CC1)=O (4-(acetoxymethyl)cyclohexan-1-one). RXN SMILES: [C:1]([O:4][CH2:5][CH:6]1[CH2:11][CH2:10][CH:9]([OH:12])[CH2:8][CH2:7]1)(=[O:3])[CH3:2].[Cr](O[Cr]([O-])(=O)=O)([O-])(=O)=O.[NH+]1C=CC=CC=1.[NH+]1C=CC=CC=1>C(Cl)Cl>[C:1]([O:4][CH2:5][CH:6]1[CH2:11][CH2:10][C:9](=[O:12])[CH2:8][CH2:7]1)(=[O:3])[CH3:2] |f:1.2.3|. Reported procedure: The 4-(acetoxymethyl)cylohexan-1-ol obtained above is oxidized with 3.0 equivalents of pyridinium dichromate in refluxing methylene chloride to afford 4-(acetoxymethyl)cyclohexan-1-one. Reactants: [H-].[Li+] (LiH), C(C1=CC=CC=C1)(=O)OC=1C(=NC(=NC1O)C(C)(C)NC(=O)OCC1=CC=CC=C1)C(=O)OC (methyl 5-(benzoyloxy)-2-(1-{[(benzyloxy)carbonyl]amino}-1-methylethyl)-6-hydroxypyrimidine-4-carboxylate), COS(=O)(=O)OC (dimethylsulfate). Run in O1CCOCC1 (dioxane). Run at temperature 38 celsius, time 45 minute. Yields the product C(C1=CC=CC=C1)(=O)OC1=C(N=C(N(C1=O)C)C(C)(C)NC(=O)OCC1=CC=CC=C1)C(=O)OC (Methyl 5-(benzoyloxy)-2-(1-{[(benzyloxy)carbonyl]amino}-1-methylethyl)-1-methyl-6-oxo-1,6-dihydropyrimidine-4-carboxylate). RXN SMILES: [H-].[Li+].[CH3:3]OS(OC)(=O)=O.[C:10]([O:18][C:19]1[C:20]([C:40]([O:42][CH3:43])=[O:41])=[N:21][C:22]([C:26]([NH:29][C:30]([O:32][CH2:33][C:34]2[CH:39]=[CH:38][CH:37]=[CH:36][CH:35]=2)=[O:31])([CH3:28])[CH3:27])=[N:23][C:24]=1[OH:25])(=[O:17])[C:11]1[CH:16]=[CH:15][CH:14]=[CH:13][CH:12]=1>O1CCOCC1>[C:10]([O:18][C:19]1[C:24](=[O:25])[N:23]([CH3:3])[C:22]([C:26]([NH:29][C:30]([O:32][CH2:33][C:34]2[CH:35]=[CH:36][CH:37]=[CH:38][CH:39]=2)=[O:31])([CH3:27])[CH3:28])=[N:21][C:20]=1[C:40]([O:42][CH3:43])=[O:41])(=[O:17])[C:11]1[CH:16]=[CH:15][CH:14]=[CH:13][CH:12]=1 |f:0.1|. Reported procedure: To a stirred solution of LiH (1.1 eq) in dioxane, methyl 5-(benzoyloxy)-2-(1-{[(benzyloxy)carbonyl]amino}-1-methylethyl)-6-hydroxypyrimidine-4-carboxylate was added and the mixture was stirred at 38° C. for 45 min. After cooling down to room temperature, dimethylsulfate (1.3 eq) was added and reaction mixture was heated at 60° C. for 2 h. Mixture was then cooled to room temperature, dioxane evaporated and residue was purified by flash chromatography, eluting with 65/55 v/v petroleum ether/ethyl ... Reactants: CCN(C(C)C)C(C)C, Fc1cc(C2CCc3c(Cl)nc(Cl)nc32)cc(F)c1F, Cl, FC1(F)CCNC1. Product: Fc1cc(C2CCc3c2nc(Cl)nc3N2CCC(F)(F)C2)cc(F)c1F. Reaction SMILES: [CH:21]([N:22]([CH2:23][CH3:24])[CH:25]([CH3:26])[CH3:27])([CH3:28])[CH3:29].[Cl:1][c:2]1[n:3][c:4]([Cl:20])[c:5]2[c:6]([n:7]1)[CH:8]([c:11]1[cH:12][c:13]([F:19])[c:14]([F:18])[c:15]([F:17])[cH:16]1)[CH2:9][CH2:10]2.[ClH:37].[F:30][C:31]1([F:36])[CH2:32][NH:33][CH2:34][CH2:35]1>>[Cl:1][c:2]1[n:3][c:4]([N:33]2[CH2:32][C:31]([F:30])([F:36])[CH2:35][CH2:34]2)[c:5]2[c:6]([n:7]1)[CH:8]([c:11]1[cH:12][c:13]([F:19])[c:14]([F:18])[c:15]([F:17])[cH:16]1)[CH2:9][CH2:10]2. Starting materials: NC1=CC(=C(C=C1)N1CCN(CC1)C(C(=O)N(CC)CC)C1=CC=CC=C1)F (2-[4-(4-amino-2-fluoro-phenyl)-piperazin-1-yl]-N,N-diethyl-2-phenyl-acetamide), TEA, CC1=NOC(=C1CC(=O)O)C ((3,5-dimethyl-isoxazol-4-yl)-acetic acid), CN(C)C=O (DMF), C(=O)(C(=O)Cl)Cl ((COCl)2). Run in ClCCCl (DCE), ClCCCl (DCE). Conditions: time 1 hour. The product is CC1=NOC(=C1CC(=O)NC1=CC(=C(C=C1)N1CCN(CC1)C(C(=O)N(CC)CC)C1=CC=CC=C1)F)C (2-(4-{4-[2-(3,5-Dimethyl-isoxazol-4-yl)-acetylamino]-2-fluoro-phenyl}-piperazin-1-yl)-N,N-diethyl-2-phenyl-acetamide). Yield: 49.8%. Reaction SMILES: [CH3:1][C:2]1[C:6]([CH2:7][C:8]([OH:10])=O)=[C:5]([CH3:11])[O:4][N:3]=1.CN(C=O)C.C(Cl)(C(Cl)=O)=O.[NH2:23][C:24]1[CH:29]=[CH:28][C:27]([N:30]2[CH2:35][CH2:34][N:33]([CH:36]([C:44]3[CH:49]=[CH:48][CH:47]=[CH:46][CH:45]=3)[C:37]([N:39]([CH2:42][CH3:43])[CH2:40][CH3:41])=[O:38])[CH2:32][CH2:31]2)=[C:26]([F:50])[CH:25]=1>ClCCCl>[CH3:1][C:2]1[C:6]([CH2:7][C:8]([NH:23][C:24]2[CH:29]=[CH:28][C:27]([N:30]3[CH2:35][CH2:34][N:33]([CH:36]([C:44]4[CH:45]=[CH:46][CH:47]=[CH:48][CH:49]=4)[C:37]([N:39]([CH2:40][CH3:41])[CH2:42][CH3:43])=[O:38])[CH2:32][CH2:31]3)=[C:26]([F:50])[CH:25]=2)=[O:10])=[C:5]([CH3:11])[O:4][N:3]=1. Reported procedure: A mixture of (3,5-dimethyl-isoxazol-4-yl)-acetic acid (1.0 mmol) and DMF (0.050 mL) in DCE (10 mL) was treated with (COCl)2 (10 mmol) dropwise, and was stirred at rt for 1 h. The mixture was concentrated and dried under vacuum. The residue was diluted with DCE (10 mL) and 2-[4-(4-amino-2-fluoro-phenyl)-piperazin-1-yl]-N,N-diethyl-2-phenyl-acetamide (0.30 mmol) and TEA (2.0 mmol) were added. The mixture was stirred at rt for 16 h, then was washed with H2O (10 mL). The organic layer was concentrat... Reactants: O (Water), C(C)N(CCC1=CNC2=CC=C(C=C12)NS(=O)(=O)C1=CC2=CC=CC=C2C=C1)CC (N-[3-(2-diethylaminoethyl)-1H-indol-5-yl]naphthalene-2-sulphonamide), CC(C)([O-])C.[K+] (potassium t-butoxide), C(C)I (ethyl iodide). The solvent is CS(=O)C (DMSO). Run at time 30 minute. Product: C(C)N(CCC1=CNC2=CC=C(C=C12)N(S(=O)(=O)C1=CC2=CC=CC=C2C=C1)CC)CC (N-[3-(2-diethylaminoethyl)-1H-indol-5-yl]-N-ethyl-naphthalene-2-sulphonamide). Reaction SMILES: [CH2:1]([N:3]([CH2:29][CH3:30])[CH2:4][CH2:5][C:6]1[C:14]2[C:9](=[CH:10][CH:11]=[C:12]([NH:15][S:16]([C:19]3[CH:28]=[CH:27][C:26]4[C:21](=[CH:22][CH:23]=[CH:24][CH:25]=4)[CH:20]=3)(=[O:18])=[O:17])[CH:13]=2)[NH:8][CH:7]=1)[CH3:2].[CH3:31][C:32](C)([O-])C.[K+].C(I)C.O>CS(C)=O>[CH2:29]([N:3]([CH2:1][CH3:2])[CH2:4][CH2:5][C:6]1[C:14]2[C:9](=[CH:10][CH:11]=[C:12]([N:15]([CH2:31][CH3:32])[S:16]([C:19]3[CH:28]=[CH:27][C:26]4[C:21](=[CH:22][CH:23]=[CH:24][CH:25]=4)[CH:20]=3)(=[O:17])=[O:18])[CH:13]=2)[NH:8][CH:7]=1)[CH3:30] |f:1.2|. Procedure: To a mixture of 285 mg (0.7 mMol) of N-[3-(2-diethylaminoethyl)-1H-indol-5-yl]naphthalene-2-sulphonamide (example 17) and 80 mg (0,7 mMol) of potassium t-butoxide in 3 ml of DMSO are stirred for 30 minutes at ambient temperature. Then are added 105 mg (0.7 mMol) of ethyl iodide and left with stirring for 3 hours. Water is added and is extracted with ethyl acetate. The organic solution is evaporated to dryness and the resulting crude is purified by chromatography on silica gel, using as an eluent...